Task: describe an organic reaction: reactants, conditions, products, and yield. Dataset: the Open Reaction Database (ORD), a public repository of structured organic reaction records Reactants: CO, ClC(Cl)Cl, CCOCc1nc2c(Cl)nc3ccccc3c2n1CC1CC(c2ccccc2)=NO1, ClCCl, N. The product is CCOCc1nc2c(N)nc3ccccc3c2n1CC1CC(c2ccccc2)=NO1. RXN SMILES: [CH3:39][OH:40].[CH:32]([Cl:33])([Cl:34])[Cl:35].[Cl:1][c:2]1[n:3][c:4]2[cH:5][cH:6][cH:7][cH:8][c:9]2[c:10]2[c:11]1[n:12][c:13]([CH2:27][O:28][CH2:29][CH3:30])[n:14]2[CH2:15][CH:16]1[CH2:17][C:18]([c:21]2[cH:22][cH:23][cH:24][cH:25][cH:26]2)=[N:19][O:20]1.[Cl:36][CH2:37][Cl:38].[NH3:31]>>[c:2]1([NH2:31])[n:3][c:4]2[cH:5][cH:6][cH:7][cH:8][c:9]2[c:10]2[c:11]1[n:12][c:13]([CH2:27][O:28][CH2:29][CH3:30])[n:14]2[CH2:15][CH:16]1[CH2:17][C:18]([c:21]2[cH:22][cH:23][cH:24][cH:25][cH:26]2)=[N:19][O:20]1. Reactants: solution, C(C)(C)(C)[Li] (tert-butyllithium), CCCCC (pentane), BrC=1C(=NN(C1C(O[SiH2]C(C)(C)C)(C)C)C)C1=CC=C(C=C1)C(F)(F)F (4-bromo-5-(tert-butyl-dimethyl-silanyloxymethyl)-1-methyl-3-(4-trifluoromethyl-phenyl)-1H-pyrazole), CI (methyl iodide). The solvent is C1CCOC1 (THF). Run at temperature -78 celsius, time 30 minute. Product: C(C)(C)(C)[SiH2]OC(C1=C(C(=NN1C)C1=CC=C(C=C1)C(F)(F)F)C)(C)C (5-(tert-butyl-dimethyl-silanyloxymethyl)-1,4-dimethyl-3-(4-trifluoromethyl-phenyl)-1H-pyrazole). As a reaction SMILES: [C:1]([Li])(C)(C)C.CCCCC.Br[C:12]1[C:13]([C:27]2[CH:32]=[CH:31][C:30]([C:33]([F:36])([F:35])[F:34])=[CH:29][CH:28]=2)=[N:14][N:15]([CH3:26])[C:16]=1[C:17]([CH3:25])([CH3:24])[O:18][SiH2:19][C:20]([CH3:23])([CH3:22])[CH3:21].CI>C1COCC1>[C:20]([SiH2:19][O:18][C:17]([CH3:25])([CH3:24])[C:16]1[N:15]([CH3:26])[N:14]=[C:13]([C:27]2[CH:32]=[CH:31][C:30]([C:33]([F:36])([F:35])[F:34])=[CH:29][CH:28]=2)[C:12]=1[CH3:1])([CH3:23])([CH3:22])[CH3:21]. Reported procedure: A 1.5 M solution of tert-butyllithium in pentane (0.5 ml, 748 μmol) was added dropwise to a solution of 4-bromo-5-(tert-butyl-dimethyl-silanyloxymethyl)-1-methyl-3-(4-trifluoromethyl-phenyl)-1H-pyrazole (280 mg, 623 μmol; example 8 b]) in THF (2 ml) at −78° C. under an argon atmosphere. After 15 min methyl iodide (177 mg, 1.2 mmol) was added at −78° C. The reaction mixture was stirred for another 30 min at −78° C. and then for 2 h at RT. After quenching with saturated aqueous NaHCO3 solution the... The reactants are Cl.NO (hydroxylamine hydrochloride), C(=O)C1=CC=2N(C=C1)C(=CN2)C=2C=C(C=CC2)C2=C(SC=C2)C#N (3-[3-(7-formylimidazo[1,2-α]pyridin-3-yl)phenyl]thiophene-2-carbonitrile). The product is ON=CC1=CC=2N(C=C1)C(=CN2)C=2C=C(C=CC2)C2=C(SC=C2)C#N (3-[3-(7-Hydroxyiminomethylimidazo[1,2-α]pyridin-3-yl)phenyl]thiophene-2-carbonitrile), solid. Isolated yield 82.0%. Reaction SMILES: Cl.[NH2:2][OH:3].[CH:4]([C:6]1[CH:11]=[CH:10][N:9]2[C:12]([C:15]3[CH:16]=[C:17]([C:21]4[CH:25]=[CH:24][S:23][C:22]=4[C:26]#[N:27])[CH:18]=[CH:19][CH:20]=3)=[CH:13][N:14]=[C:8]2[CH:7]=1)=O>>[OH:3][N:2]=[CH:4][C:6]1[CH:11]=[CH:10][N:9]2[C:12]([C:15]3[CH:16]=[C:17]([C:21]4[CH:25]=[CH:24][S:23][C:22]=4[C:26]#[N:27])[CH:18]=[CH:19][CH:20]=3)=[CH:13][N:14]=[C:8]2[CH:7]=1 |f:0.1|. Reported procedure: The title compound was prepared in a similar manner to that described in Example 14 using hydroxylamine hydrochloride (57 mg, 0.82 mmol) and 3-[3-(7-formylimidazo[1,2-α]pyridin-3-yl)phenyl]thiophene-2-carbonitrile (90 mg, 0.27 mmol) to afford a white crystalline solid (77 mg, 82%), essentially as a single geometric isomer, m.p. >230° C. 1H NMR (360 MHz, d6-DMSO) δH 7.27 (1H, dd, J 1 and 7), 7.70-7.82 (3H, m), 7.91 (1H, s), 8.03 (1H, s), 8.17 (1H, d, J 1), 7.90-7.95 (1H, m), 8.17 (1H, d, J 5), 8....